Dataset: the Open Reaction Database (ORD), a public repository of structured organic reaction records. Task: describe an organic reaction: reactants, conditions, products, and yield Reactants: O=C([O-])[O-], BrC1CCCC1, Oc1cnccc1-c1nc2cc(C(F)(F)F)ccc2o1, [K+], [K+], CN(C)C=O, O. The product is FC(F)(F)c1ccc2oc(-c3ccncc3OC3CCCC3)nc2c1. Reaction SMILES: [C:21](=[O:22])([O-:23])[O-:24].[CH:32]1([Br:37])[CH2:33][CH2:34][CH2:35][CH2:36]1.[F:1][C:2]([c:3]1[cH:4][cH:5][c:6]2[c:7]([n:8][c:9](-[c:11]3[c:12]([OH:17])[cH:13][n:14][cH:15][cH:16]3)[o:10]2)[cH:18]1)([F:19])[F:20].[K+:25].[K+:26].[O:27]=[CH:28][N:29]([CH3:30])[CH3:31].[OH2:38]>>[F:1][C:2]([c:3]1[cH:4][cH:5][c:6]2[c:7]([n:8][c:9](-[c:11]3[c:12]([O:17][CH:32]4[CH2:33][CH2:34][CH2:35][CH2:36]4)[cH:13][n:14][cH:15][cH:16]3)[o:10]2)[cH:18]1)([F:19])[F:20]. Reactants: IC1=CC=C(C=C1)CCC(=O)O (3-(4-iodophenyl)propanoic acid), CO (methanol), [N+](=[N-])=C[Si](C)(C)C ((diazomethyl)trimethylsilane). Run in C1(=CC=CC=C1)C (toluene). Run at time 8 hour. Yields the product IC1=CC=C(C=C1)CCC(=O)OC (methyl 3-(4-iodophenyl)propanoate). Reaction SMILES: [I:1][C:2]1[CH:7]=[CH:6][C:5]([CH2:8][CH2:9][C:10]([OH:12])=[O:11])=[CH:4][CH:3]=1.CO.[N+](=[CH:17][Si](C)(C)C)=[N-]>C1(C)C=CC=CC=1>[I:1][C:2]1[CH:3]=[CH:4][C:5]([CH2:8][CH2:9][C:10]([O:12][CH3:17])=[O:11])=[CH:6][CH:7]=1. Reported procedure: To a stiffed solution of 3-(4-iodophenyl)propanoic acid (commercially available) in toluene and methanol (9:1, 0.2 M) 0° C. was added (diazomethyl)trimethylsilane (1 N solution in Et2O, 2 eq). After stiffing at room temperature overnight the reaction mixture was concentrated under vacuum and the resulting crude residue was purified by chromatography (silica gel, 20-50% EtOAc in hexanes) to afford methyl 3-(4-iodophenyl)propanoate. Reactants: CC=1C=C(C=O)C=C(C1OCCC=1N=C(OC1C)C1=CC=CC=C1)C (3,5-dimethyl-4-[2-(5-methyl-2-phenyl-oxazol-4-yl)-ethoxy]-benzaldehyde), C(C1=CC=CC=C1)[C@@H]1N(C(OC1)=O)C(COCC)=O ((S)-4-benzyl-3-ethoxyacetyl-oxazolidin-2-one), B(CCCC)(CCCC)OS(=O)(=O)C(F)(F)F (nBu2BOTf). The product is C(C1=CC=CC=C1)[C@@H]1N(C(OC1)=O)C([C@H]([C@H](O)C1=CC(=C(C(=C1)C)OCCC=1N=C(OC1C)C1=CC=CC=C1)C)OCC)=O ((S)-4-benzyl-3-((2S,3R)-3-{3,5-dimethyl-4-[2-(5-methyl-2-phenyl-oxazol-4-yl)-ethoxy]-phenyl}-2-ethoxy-3-hydroxy-propionyl)-oxazolidin-2-one). RXN SMILES: [CH3:1][C:2]1[CH:3]=[C:4]([CH:7]=[C:8]([CH3:25])[C:9]=1[O:10][CH2:11][CH2:12][C:13]1[N:14]=[C:15]([C:19]2[CH:24]=[CH:23][CH:22]=[CH:21][CH:20]=2)[O:16][C:17]=1[CH3:18])[CH:5]=[O:6].[CH2:26]([C@H:33]1[CH2:37][O:36][C:35](=[O:38])[N:34]1[C:39](=[O:44])[CH2:40][O:41][CH2:42][CH3:43])[C:27]1[CH:32]=[CH:31][CH:30]=[CH:29][CH:28]=1.B(OS(C(F)(F)F)(=O)=O)(CCCC)CCCC>>[CH2:26]([C@H:33]1[CH2:37][O:36][C:35](=[O:38])[N:34]1[C:39](=[O:44])[C@@H:40]([O:41][CH2:42][CH3:43])[C@@H:5]([C:4]1[CH:3]=[C:2]([CH3:1])[C:9]([O:10][CH2:11][CH2:12][C:13]2[N:14]=[C:15]([C:19]3[CH:24]=[CH:23][CH:22]=[CH:21][CH:20]=3)[O:16][C:17]=2[CH3:18])=[C:8]([CH3:25])[CH:7]=1)[OH:6])[C:27]1[CH:28]=[CH:29][CH:30]=[CH:31][CH:32]=1. Procedure: In analogy to the procedures described in examples 11 a] to 11 c], 3,5-dimethyl-4-[2-(5-methyl-2-phenyl-oxazol-4-yl)-ethoxy]-benzaldehyde (example 117) was reacted with (S)-4-benzyl-3-ethoxyacetyl-oxazolidin-2-one and nBu2BOTf to yield (S)-4-benzyl-3-((2S,3R)-3-{3,5-dimethyl-4-[2-(5-methyl-2-phenyl-oxazol-4-yl)-ethoxy]-phenyl}-2-ethoxy-3-hydroxy-propionyl)-oxazolidin-2-one (according to NMR, one of the four isomers is strongly predominating; the configuration was tentatively assigned as 2S, 3R a... The reactants are C(CCCCCCCCCCC)NCCCN (N-dodecyl-1,3-propylenediamine), C(CC(=O)C)(=O)OCC (ethyl acetoacetate). Yields the product C(CCCCCCCCCCC)N1C(CC(=NCCC1)C)=O (1-dodecyl-4-methyl-3,6,7,8-tetrahydro-1,5-diazocin-2-one). As a reaction SMILES: [CH2:1]([NH:13][CH2:14][CH2:15][CH2:16][NH2:17])[CH2:2][CH2:3][CH2:4][CH2:5][CH2:6][CH2:7][CH2:8][CH2:9][CH2:10][CH2:11][CH3:12].[C:18]([O:24]CC)(=O)[CH2:19][C:20]([CH3:22])=O>>[CH2:1]([N:13]1[CH2:14][CH2:15][CH2:16][N:17]=[C:20]([CH3:22])[CH2:19][C:18]1=[O:24])[CH2:2][CH2:3][CH2:4][CH2:5][CH2:6][CH2:7][CH2:8][CH2:9][CH2:10][CH2:11][CH3:12]. Procedure details: Into an apparatus similar to that in Example 1, were charged 242.1 g (1 mole) of N-dodecyl-1,3-propylenediamine and 130.1 g (1 mole) of ethyl acetoacetate. At 150° to 160° C., 18 g of water and 46 g of ethanol were distilled off to obtain 1-dodecyl-4-methyl-3,6,7,8-tetrahydro-1,5-diazocin-2-one. Starting materials: CC(C)(C)OC(=O)NCCC(=O)NC1CCc2ccccc2N(Cc2ccc(-c3ccccc3-c3nnnn3C(c3ccccc3)(c3ccccc3)c3ccccc3)cc2)C1=O, CO, [OH-], [OH-], [Pd+2]. The product is CC(C)(C)OC(=O)NCCC(=O)NC1CCc2ccccc2N(Cc2ccc(-c3ccccc3-c3nnn[nH]3)cc2)C1=O. As a reaction SMILES: [C:1]([CH3:2])([CH3:3])([CH3:4])[O:5][C:6](=[O:7])[NH:8][CH2:9][CH2:10][C:11](=[O:12])[NH:13][CH:14]1[C:15](=[O:62])[N:16]([CH2:25][c:26]2[cH:27][cH:28][c:29](-[c:32]3[c:33](-[c:38]4[n:39][n:40][n:41][n:42]4[C:43]([c:44]4[cH:45][cH:46][cH:47][cH:48][cH:49]4)([c:50]4[cH:51][cH:52][cH:53][cH:54][cH:55]4)[c:56]4[cH:57][cH:58][cH:59][cH:60][cH:61]4)[cH:34][cH:35][cH:36][cH:37]3)[cH:30][cH:31]2)[c:17]2[c:18]([cH:21][cH:22][cH:23][cH:24]2)[CH2:19][CH2:20]1.[CH3:63][OH:64].[OH-:65].[OH-:66].[Pd+2:67]>>[C:1]([CH3:2])([CH3:3])([CH3:4])[O:5][C:6](=[O:7])[NH:8][CH2:9][CH2:10][C:11](=[O:12])[NH:13][CH:14]1[C:15](=[O:62])[N:16]([CH2:25][c:26]2[cH:27][cH:28][c:29](-[c:32]3[c:33](-[c:38]4[n:39][n:40][n:41][nH:42]4)[cH:34][cH:35][cH:36][cH:37]3)[cH:30][cH:31]2)[c:17]2[c:18]([cH:21][cH:22][cH:23][cH:24]2)[CH2:19][CH2:20]1. The reactants are ONC(C1=CC=C(C=C1)OC(F)(F)F)=N (N-hydroxy-4-(trifluoromethoxy)benzimidamide), BrC=1C=C(CC=2N=C(OC2C)C(=O)O)C=CC1 (4-(3-bromobenzyl)-5-methyloxazole-2-carboxylic acid), CCN=C=NCCCN(C)C.Cl (EDC.HCl), C=1C=CC2=C(C1)N=NN2O (HOBT). Solvent: CN(C)C=O (DMF), O (H2O). Run at temperature 70 celsius, time 8 hour. Yields the product BrC=1C=C(CC=2N=C(OC2C)C2=NC(=NO2)C2=CC=C(C=C2)OC(F)(F)F)C=CC1 (5-(4-(3-bromobenzyl)-5-methyloxazol-2-yl)-3-(4-(trifluoromethoxy)phenyl)-1,2,4-oxadiazole). The yield is 4.0%. As a reaction SMILES: [Br:1][C:2]1[CH:3]=[C:4]([CH:15]=[CH:16][CH:17]=1)[CH2:5][C:6]1[N:7]=[C:8]([C:12]([OH:14])=O)[O:9][C:10]=1[CH3:11].CCN=C=NCCCN(C)C.Cl.C1C=CC2N(O)N=NC=2C=1.O[NH:41][C:42](=[NH:54])[C:43]1[CH:48]=[CH:47][C:46]([O:49][C:50]([F:53])([F:52])[F:51])=[CH:45][CH:44]=1>CN(C=O)C.O>[Br:1][C:2]1[CH:3]=[C:4]([CH:15]=[CH:16][CH:17]=1)[CH2:5][C:6]1[N:7]=[C:8]([C:12]2[O:14][N:54]=[C:42]([C:43]3[CH:44]=[CH:45][C:46]([O:49][C:50]([F:51])([F:52])[F:53])=[CH:47][CH:48]=3)[N:41]=2)[O:9][C:10]=1[CH3:11] |f:1.2|. Procedure: A solution of 4-(3-bromobenzyl)-5-methyloxazole-2-carboxylic acid (300 mg, 1.0 mmol), EDC.HCl (191 mg, 1.0 mmol) and HOBT (135 mg, 1.0 mmol) in DMF (10 mL) was stirred at RT for 2 h, and then N-hydroxy-4-(trifluoromethoxy)benzimidamide (220 mg, 1.0 mmol) was added. The mixture was stirred at 70° C. overnight, cooled to RT, treated with H2O (50 mL) and extracted with EtOAc (3×20 mL). The combined organic layers were washed with H2O (10 mL) and brine (10 mL), dried over Na2SO4, filtered, concentra...